Dataset: the Open Reaction Database (ORD), a public repository of structured organic reaction records. Task: describe an organic reaction: reactants, conditions, products, and yield Starting materials: S1N=CC2=C1C(=CC=C2)C2=CC=1C(=C(N=CC1C=1C=NN(C1)C1CCNCC1)N)O2 (2-benzo[d]isothiazol-7-yl-4-(1-piperidin-4-yl-1H-pyrazol-4-yl)-furo[2,3-c]pyridin-7-ylamine), C(C)(C)N(CC)C(C)C (diisopropylethylamine), C(C(C)C)N=C=O (isobutyl isocyanate). The solvent is CN(C)C=O (DMF). Run at time 8 hour. Yields the product C(C(C)C)NC(=O)N1CCC(CC1)N1N=CC(=C1)C1=C2C(=C(N=C1)N)OC(=C2)C2=CC=CC=1C=NSC12 (4-[4-(7-amino-2-benzo[d]isothiazol-7-yl-furo[2,3-c]pyridin-4-yl)-pyrazol-1-yl]-piperidine-1-carboxylic acid isobutyl-amide). Reaction SMILES: [S:1]1[C:5]2[C:6]([C:10]3[O:30][C:13]4=[C:14]([NH2:29])[N:15]=[CH:16][C:17]([C:18]5[CH:19]=[N:20][N:21]([CH:23]6[CH2:28][CH2:27][NH:26][CH2:25][CH2:24]6)[CH:22]=5)=[C:12]4[CH:11]=3)=[CH:7][CH:8]=[CH:9][C:4]=2[CH:3]=[N:2]1.C(N(C(C)C)CC)(C)C.[CH2:40]([N:44]=[C:45]=[O:46])[CH:41]([CH3:43])[CH3:42]>CN(C=O)C>[CH2:40]([NH:44][C:45]([N:26]1[CH2:25][CH2:24][CH:23]([N:21]2[CH:22]=[C:18]([C:17]3[CH:16]=[N:15][C:14]([NH2:29])=[C:13]4[O:30][C:10]([C:6]5[C:5]6[S:1][N:2]=[CH:3][C:4]=6[CH:9]=[CH:8][CH:7]=5)=[CH:11][C:12]=34)[CH:19]=[N:20]2)[CH2:28][CH2:27]1)=[O:46])[CH:41]([CH3:43])[CH3:42]. Reported procedure: To a solution of 2-benzo[d]isothiazol-7-yl-4-(1-piperidin-4-yl-1H-pyrazol-4-yl)-furo[2,3-c]pyridin-7-ylamine (20.8 mg, 0.05 mmol) in DMF (0.5 mL) was added diisopropylethylamine (0.05 mL, 6.5 mmol) and isobutyl isocyanate (0.06 mmol). The resulting solution stirred at room temperature overnight. The mixture was concentrated and then purified by MDP to afford the title compound as an off-white solid. 1H NMR (400 MHz, CD3OD): δ 9.51 (s, 1H), 9.12 (d, J=1.5 Hz, 1H), 8.84 (d, J=7.3 Hz, 1H), 8.72 (d,... The reactants are N1(N=CC=C1)CC1=CC=C(C=C1)O (4-(1-pyrazolyl)methylphenol), ClCC(=O)OCC (ethyl chloroacetate), C([O-])([O-])=O.[K+].[K+] (potassium carbonate), CN(C=O)C (dimethylformamide). Run in O (water). Conditions: temperature 50 celsius, time 5 hour. Product: N1(N=CC=C1)CC1=CC=C(OCC(=O)OCC)C=C1 (ethyl 4-(1-pyrazolyl)methylphenoxyacetate). RXN SMILES: [N:1]1([CH2:6][C:7]2[CH:12]=[CH:11][C:10]([OH:13])=[CH:9][CH:8]=2)[CH:5]=[CH:4][CH:3]=[N:2]1.Cl[CH2:15][C:16]([O:18][CH2:19][CH3:20])=[O:17].C(=O)([O-])[O-].[K+].[K+].CN(C)C=O>O>[N:1]1([CH2:6][C:7]2[CH:12]=[CH:11][C:10]([O:13][CH2:15][C:16]([O:18][CH2:19][CH3:20])=[O:17])=[CH:9][CH:8]=2)[CH:5]=[CH:4][CH:3]=[N:2]1 |f:2.3.4|. Procedure details: A mixture of 60 g of 4-(1-pyrazolyl)methylphenol, 54.9 g of ethyl chloroacetate, 95.1 g of potassium carbonate, and 500 ml of anhydrous dimethylformamide was heated at 50° C. under stirring for 5 hours, followed by cooling to room temperature. The reaction mixture was poured into 1 liter of water, which was extracted twice with 200 ml of ethyl acetate. The organic layers were combined, washed with water, saturated aqueous ammonium chloride solution and then saturated sodium chloride solution, dr... Starting materials: COc1c(C(C)=O)cc2c(c1Br)C(C)(C)CC=C2C(C)(C)C, CCS, CN(C)C=O, [H-], [Na+]. The product is CC(=O)c1cc2c(c(Br)c1O)C(C)(C)CC=C2C(C)(C)C. As a reaction SMILES: [Br:6][c:7]1[c:8]([O:26][CH3:27])[c:9]([C:23]([CH3:24])=[O:25])[cH:10][c:11]2[c:16]1[C:15]([CH3:17])([CH3:18])[CH2:14][CH:13]=[C:12]2[C:19]([CH3:20])([CH3:21])[CH3:22].[CH2:3]([SH:4])[CH3:5].[CH3:28][N:29]([CH3:30])[CH:31]=[O:32].[H-:1].[Na+:2]>>[Br:6][c:7]1[c:8]([OH:26])[c:9]([C:23]([CH3:24])=[O:25])[cH:10][c:11]2[c:16]1[C:15]([CH3:17])([CH3:18])[CH2:14][CH:13]=[C:12]2[C:19]([CH3:20])([CH3:21])[CH3:22]. Reactants: CCOP(=O)(CP(=O)(OCC)OCC)OCC, CCOC(=O)c1cn2c(C=O)cccc2n1, ClC(Cl)Cl, [H-], [Na+], O, c1ccccc1. The product is CCOC(=O)c1cn2c(C=CP(=O)(OCC)OCC)cccc2n1. As a reaction SMILES: [CH2:1]([P:2](=[O:3])([O:4][CH2:5][CH3:6])[O:7][CH2:8][CH3:9])[P:10]([O:11][CH2:12][CH3:13])([O:14][CH2:15][CH3:16])=[O:17].[CH:20](=[O:21])[c:22]1[cH:23][cH:24][cH:25][c:26]2[n:27]1[cH:28][c:29]([C:31](=[O:32])[O:33][CH2:34][CH3:35])[n:30]2.[Cl:42][CH:43]([Cl:44])[Cl:45].[H-:18].[Na+:19].[OH2:46].[cH:36]1[cH:37][cH:38][cH:39][cH:40][cH:41]1>>[CH:1]([P:10]([O:11][CH2:12][CH3:13])([O:14][CH2:15][CH3:16])=[O:17])=[CH:20][c:22]1[cH:23][cH:24][cH:25][c:26]2[n:27]1[cH:28][c:29]([C:31](=[O:32])[O:33][CH2:34][CH3:35])[n:30]2.